This data is from the Open Reaction Database (ORD), a public repository of structured organic reaction records. The task is: describe an organic reaction: reactants, conditions, products, and yield The product is BrC=1C=CC(=NC1)N1C2=C(C=3C=C(C=CC13)C)CN(CC2)C (5-(5-bromopyridin-2-yl)-2,8-dimethyl-2,3,4,5-tetrahydro-1H-pyrido[4,3-b]indole). The reactants are CN1CC2=C(NC=3C=CC(=CC23)C)CC1 (2,8-dimethyl-2,3,4,5-tetrahydro-1H-pyrido[4,3-b]indole), BrC1=NC=C(C=C1)Br (2,5-dibromopyridine), [O-]P(=O)([O-])[O-].[K+].[K+].[K+] (K3PO4), N1[C@H](C(=O)O)CCC1 (L-proline). Reaction SMILES: [CH3:1][N:2]1[CH2:15][CH2:14][C:5]2[NH:6][C:7]3[CH:8]=[CH:9][C:10]([CH3:13])=[CH:11][C:12]=3[C:4]=2[CH2:3]1.Br[C:17]1[CH:22]=[CH:21][C:20]([Br:23])=[CH:19][N:18]=1.[O-]P([O-])([O-])=O.[K+].[K+].[K+].N1CCC[C@H]1C(O)=O>CN(C=O)C.O.[Cu]I>[Br:23][C:20]1[CH:21]=[CH:22][C:17]([N:6]2[C:7]3[CH:8]=[CH:9][C:10]([CH3:13])=[CH:11][C:12]=3[C:4]3[CH2:3][N:2]([CH3:1])[CH2:15][CH2:14][C:5]2=3)=[N:18][CH:19]=1 |f:2.3.4.5|. The reagents and catalysts are [Cu]I (CuI). Procedure details: A solution of 2,8-dimethyl-2,3,4,5-tetrahydro-1H-pyrido[4,3-b]indole (1 g, 5 mmol), 2,5-dibromopyridine (1.78 g, 7.5 mmol), K3PO4 (3.18 g, 15 mmol), CuI (95 mg, 0.5 mmol) and L-proline (115 mg, 1 mmol) in dry DMF (10 mL) was stirred at 150° C. for 16 h. The reaction mixture was diluted with water (100 mL) and extracted with EtOAc (300 mL). The organic layer was washed with water (8×50 mL), dried over anhydrous sodium sulfate and evaporated to afford crude material, which was purified by column c... Run in CN(C)C=O (DMF), O (water). Starting materials: [Br-], O=C(O)Cc1ccc(OCc2ccccc2)cc1, CN1CCOCC1, C(=NC1CCCCC1)=NC1CCCCC1, C[N+](C)(CCCN)CCNC(=O)c1nc(Cl)c(N)nc1N, CN(C)C=O, On1nnc2ccccc21. Product: [Br-], C[N+](C)(CCCNC(=O)Cc1ccc(OCc2ccccc2)cc1)CCNC(=O)c1nc(Cl)c(N)nc1N. Reaction SMILES: [Br-:1].[CH2:23]([c:24]1[cH:25][cH:26][cH:27][cH:28][cH:29]1)[O:30][c:31]1[cH:32][cH:33][c:34]([CH2:37][C:38](=[O:39])[OH:40])[cH:35][cH:36]1.[CH3:41][N:42]1[CH2:43][CH2:44][O:45][CH2:46][CH2:47]1.[CH:48]1([N:49]=[C:50]=[N:51][CH:52]2[CH2:53][CH2:54][CH2:55][CH2:56][CH2:57]2)[CH2:58][CH2:59][CH2:60][CH2:61][CH2:62]1.[NH2:2][CH2:3][CH2:4][CH2:5][N+:6]([CH3:7])([CH3:8])[CH2:9][CH2:10][NH:11][C:12](=[O:13])[c:14]1[n:15][c:16]([Cl:22])[c:17]([NH2:21])[n:18][c:19]1[NH2:20].[O:73]=[CH:74][N:75]([CH3:76])[CH3:77].[OH:63][n:64]1[c:65]2[cH:66][cH:67][cH:68][cH:69][c:70]2[n:71][n:72]1>>[Br-:1].[NH:2]([CH2:3][CH2:4][CH2:5][N+:6]([CH3:7])([CH3:8])[CH2:9][CH2:10][NH:11][C:12](=[O:13])[c:14]1[n:15][c:16]([Cl:22])[c:17]([NH2:21])[n:18][c:19]1[NH2:20])[C:38]([CH2:37][c:34]1[cH:33][cH:32][c:31]([O:30][CH2:23][c:24]2[cH:25][cH:26][cH:27][cH:28][cH:29]2)[cH:36][cH:35]1)=[O:39]. Reactants: CC(=O)O[BH-](OC(C)=O)OC(C)=O, O=CC1CC2C=CC1C2, COc1ccc(Cl)cc1N1CCNC(C)C1, ClCCCl, [Na+]. The product is COc1ccc(Cl)cc1N1CCN(CC2CC3C=CC2C3)C(C)C1. RXN SMILES: [C:26]([O:27][BH-:28]([O:29][C:30](=[O:31])[CH3:32])[O:33][C:34](=[O:35])[CH3:36])(=[O:37])[CH3:38].[CH:17]12[CH:18]([CH:24]=[O:25])[CH2:19][CH:20]([CH:21]=[CH:22]1)[CH2:23]2.[Cl:1][c:2]1[cH:3][cH:4][c:5]([O:15][CH3:16])[c:6]([N:8]2[CH2:9][CH:10]([CH3:14])[NH:11][CH2:12][CH2:13]2)[cH:7]1.[Cl:40][CH2:41][CH2:42][Cl:43].[Na+:39]>>[Cl:1][c:2]1[cH:3][cH:4][c:5]([O:15][CH3:16])[c:6]([N:8]2[CH2:9][CH:10]([CH3:14])[N:11]([CH2:24][CH:18]3[CH:17]4[CH:22]=[CH:21][CH:20]([CH2:19]3)[CH2:23]4)[CH2:12][CH2:13]2)[cH:7]1.